Task: describe an organic reaction: reactants, conditions, products, and yield. Dataset: the Open Reaction Database (ORD), a public repository of structured organic reaction records The reactants are O=C(OO)c1cccc(Cl)c1, c1ccc2cc(NC3=NCC4(CN5CCC4CC5)O3)ncc2c1. Product: [O-][N+]12CCC(CC1)C1(CN=C(Nc3cc4ccccc4cn3)O1)C2. RXN SMILES: [Cl:24][c:25]1[cH:26][c:27]([C:32](=[O:29])[O:33][OH:34])[cH:28][cH:30][cH:31]1.[cH:1]1[n:2][c:3]([NH:11][C:12]2=[N:16][CH2:15][C:14]3([O:13]2)[CH2:17][N:18]2[CH2:19][CH2:20][CH:21]3[CH2:22][CH2:23]2)[cH:4][c:5]2[cH:6][cH:7][cH:8][cH:9][c:10]12>>[cH:1]1[n:2][c:3]([NH:11][C:12]2=[N:16][CH2:15][C:14]3([O:13]2)[CH2:17][N+:18]2([O-:29])[CH2:19][CH2:20][CH:21]3[CH2:22][CH2:23]2)[cH:4][c:5]2[cH:6][cH:7][cH:8][cH:9][c:10]12.